This data is from the Open Reaction Database (ORD), a public repository of structured organic reaction records. The task is: describe an organic reaction: reactants, conditions, products, and yield Reactants: COC(=O)C1COC(C)(C)O1, Cl, [K+], [OH-]. The product is CC1(C)OCC(C(=O)O)O1. Reaction SMILES: [CH3:3][O:4][C:5](=[O:6])[CH:7]1[O:8][C:9]([CH3:12])([CH3:13])[O:10][CH2:11]1.[ClH:14].[K+:2].[OH-:1]>>[O:4]=[C:5]([OH:6])[CH:7]1[O:8][C:9]([CH3:12])([CH3:13])[O:10][CH2:11]1. Reactants: O=C(O)c1cc(S(=O)(=O)Cl)ccc1F, [Na+], [Na+], [Na+], [OH-], O, O=S([O-])[O-], O=S(=O)(O)O. Yields the product O=C(O)c1cc(S(=O)O)ccc1F. As a reaction SMILES: [Cl:1][S:2](=[O:3])(=[O:4])[c:5]1[cH:6][cH:7][c:8]([F:14])[c:9]([C:10](=[O:11])[OH:12])[cH:13]1.[Na+:19].[Na+:20].[Na+:22].[OH-:21].[OH2:28].[S:15]([O-:16])([O-:17])=[O:18].[S:23](=[O:24])(=[O:25])([OH:26])[OH:27]>>[S:2](=[O:3])([OH:4])[c:5]1[cH:6][cH:7][c:8]([F:14])[c:9]([C:10](=[O:11])[OH:12])[cH:13]1.